Dataset: the Open Reaction Database (ORD), a public repository of structured organic reaction records. Task: describe an organic reaction: reactants, conditions, products, and yield Product: C(C1=CC=CC=C1)O[C@H]1[C@]2(O[C@@H]([C@H]([C@@H]1OCC1=CC=CC=C1)OCC1=CC=CC=C1)COCC1=CC=CC=C1)CC(C1=CC(=C(C=C12)CC1=CC=C(C=C1)CC)Cl)O ((1S,3′R,4′S,5′R,6′R)-3′,4′,5′-tris(benzyloxy)-6′-(benzyloxymethyl)-5-chloro-6-(4-ethylbenzyl)-2,3,3′,4′,5′,6′-hexahydrospiro[indene-1,2′-pyran]-3-ol). Solvent: mixture, C1CCOC1.CO.O (THF CH3OH H2O). RXN SMILES: [CH2:1]([O:8][C@@H:9]1[C@@H:14]([O:15][CH2:16][C:17]2[CH:22]=[CH:21][CH:20]=[CH:19][CH:18]=2)[C@H:13]([O:23][CH2:24][C:25]2[CH:30]=[CH:29][CH:28]=[CH:27][CH:26]=2)[C@@H:12]([CH2:31][O:32][CH2:33][C:34]2[CH:39]=[CH:38][CH:37]=[CH:36][CH:35]=2)[O:11][C@:10]1([C:41]1[CH:46]=[C:45]([CH2:47][C:48]2[CH:53]=[CH:52][C:51]([CH2:54][CH3:55])=[CH:50][CH:49]=2)[C:44]([Cl:56])=[CH:43][C:42]=1[CH:57]=[CH2:58])O)[C:2]1[CH:7]=[CH:6][CH:5]=[CH:4][CH:3]=1.C(O)(C(F)(F)F)=[O:60].O[Li].O>C1COCC1.CO.O>[CH2:1]([O:8][C@@H:9]1[C@@H:14]([O:15][CH2:16][C:17]2[CH:22]=[CH:21][CH:20]=[CH:19][CH:18]=2)[C@H:13]([O:23][CH2:24][C:25]2[CH:26]=[CH:27][CH:28]=[CH:29][CH:30]=2)[C@@H:12]([CH2:31][O:32][CH2:33][C:34]2[CH:39]=[CH:38][CH:37]=[CH:36][CH:35]=2)[O:11][C@:10]21[C:41]1[C:42](=[CH:43][C:44]([Cl:56])=[C:45]([CH2:47][C:48]3[CH:49]=[CH:50][C:51]([CH2:54][CH3:55])=[CH:52][CH:53]=3)[CH:46]=1)[CH:57]([OH:60])[CH2:58]2)[C:2]1[CH:7]=[CH:6][CH:5]=[CH:4][CH:3]=1 |f:2.3,4.5.6|. The reactants are C(C1=CC=CC=C1)O[C@H]1[C@](O[C@@H]([C@H]([C@@H]1OCC1=CC=CC=C1)OCC1=CC=CC=C1)COCC1=CC=CC=C1)(O)C1=C(C=C(C(=C1)CC1=CC=C(C=C1)CC)Cl)C=C ((2S,3R,4S,5R,6R)-3,4,5-tris(benzyloxy)-6-(benzyloxymethyl)-2-(4-chloro-5-(4-ethylbenzyl)-2-vinylphenyl)tetrahydro-2H-pyran-2-ol), C(=O)(C(F)(F)F)O (TFA), O[Li].O (LiOH.H2O). Reported procedure: To (2S,3R,4S,5R,6R)-3,4,5-tris(benzyloxy)-6-(benzyloxymethyl)-2-(4-chloro-5-(4-ethylbenzyl)-2-vinylphenyl)tetrahydro-2H-pyran-2-ol (120 mg, 0.15 mmol) was added TFA (1.5 mL) at −10° C. After the reaction mixture was stirred for 6 h, the solvent was removed under vacuum and aqueous saturated NaHCO3 (10 mL) was added to the residue. The aqueous layer was extracted with EtOAc (10 mL×3). The combined organic layers were washed with brine and dried over Na2SO4. Removal of the solvent afforded the cru... Reaction conditions: time 6 hour.